This data is from the Open Reaction Database (ORD), a public repository of structured organic reaction records. The task is: describe an organic reaction: reactants, conditions, products, and yield Reactants: C(C)OC(=O)C1=C(SC(=C1)C1=NC(=NC=C1)N)C1=CC=CC=C1 (5-(2-Amino-pyrimidin-4-yl)-2-phenyl-thiophene-3-carboxylic acid ethyl ester), [OH-].[Na+] (NaOH), Cl (HCl). Run in O.CCO (H2O EtOH). Run at temperature 100 celsius, time 1 hour. Product: NC1=NC=CC(=N1)C1=CC(=C(S1)C1=CC=CC=C1)C(=O)O (5-(2-amino-pyrimidin-4-yl)-2-phenyl-thiophene-3-carboxylic acid). RXN SMILES: C([O:3][C:4]([C:6]1[CH:10]=[C:9]([C:11]2[CH:16]=[CH:15][N:14]=[C:13]([NH2:17])[N:12]=2)[S:8][C:7]=1[C:18]1[CH:23]=[CH:22][CH:21]=[CH:20][CH:19]=1)=[O:5])C.[OH-].[Na+].Cl>O.CCO>[NH2:17][C:13]1[N:12]=[C:11]([C:9]2[S:8][C:7]([C:18]3[CH:23]=[CH:22][CH:21]=[CH:20][CH:19]=3)=[C:6]([C:4]([OH:5])=[O:3])[CH:10]=2)[CH:16]=[CH:15][N:14]=1 |f:1.2,4.5|. Procedure: To a solution of ester 58 (220 mg, 0.68 mmol) in 1:1 H2O/EtOH (9 mL), 4M aq NaOH (10 eq) was added and the mixture stirred at 100° C. for 1 h. After cooling to rt, the solution was acidified with 2M HCl yielding 5-(2-amino-pyrimidin-4-yl)-2-phenyl-thiophene-3-carboxylic acid as a solid which was filtered, washed with water and dried under reduced pressure (185 mg, 90%). Reactants: [Na] (sodium), C(CC(O)(C(=O)O)CC(=O)O)(=O)O (citric acid), [Sn] (tin), CH3 Sn, C(=O)(OCC)[Sn]C1=CC=CC=C1 (carbethoxyphenyltin), C[Sn](C)C.C[Sn](C)C (hexamethylditin), C(C)OC(C1=CC=C(C=C1)Br)=O (ethyl-p-bromobenzoate), [Sn] (tin). The solvent is C(COCCO)O (diethylene glycol), C(C)OCC (diethyl ether), C(COCCO)O (diethylene glycol), C(C)OCC (diethyl ether), O (water), C(COCCO)O (diethylene glycol), C(C)OCC (diethyl ether). Reaction conditions: temperature -2 celsius. Product: C[Sn](C1=CC=C(C=C1)C(=O)OCC)(C)C (Trimethyl-4-carbethoxyphenyltin). As a reaction SMILES: [Na].C[Sn](C)C.C[Sn](C)C.[CH2:10]([O:12][C:13](=[O:21])[C:14]1[CH:19]=[CH:18][C:17](Br)=[CH:16][CH:15]=1)[CH3:11].[C:22](O)(=O)CC(CC(O)=O)(C(O)=O)O.[Sn].[C:36]([Sn:41][C:42]1C=CC=CC=1)(OCC)=O>C(O)COCCO.C(OCC)C.O>[CH3:36][Sn:41]([CH3:42])([CH3:22])[C:17]1[CH:18]=[CH:19][C:14]([C:13]([O:12][CH2:10][CH3:11])=[O:21])=[CH:15][CH:16]=1 |f:1.2,^1:0,2,6,^3:34|. Reported procedure: To a reaction vessel equipped with a mechanically driven agitator, water-cooled condenser, addition funnel, thermometer, and nitrogen inlet was added 80 cc. of anhydrous diethyl ether of diethylene glycol and 8 g. (0.35 mole) of freshly cut sodium pieces. The mixture was cooled to -2° C. and a solution of 52.4 g. (0.16 mole) of hexamethylditin in 80 cc. of anhydrous diethyl ether of diethylene glycol was added over 20 minutes. The hazy green mixture was stirred for one additional hour at 0° C. a... Reactants: C(C)N1[C@H](C(=O)OCC)CCC1=O (Ethyl 1-ethyl-5-oxoprolinate), [OH-].[Na+] (sodium hydroxide). Solvent: C(C)O (ethanol). Conditions: temperature 0 celsius, time 4 hour. The product is C(C)N1[C@H](C(=O)O)CCC1=O (1-ethyl-5-oxoproline). The yield is 99.3%. As a reaction SMILES: [CH2:1]([N:3]1[C:12](=[O:13])[CH2:11][CH2:10][C@H:4]1[C:5]([O:7]CC)=[O:6])[CH3:2].[OH-].[Na+]>C(O)C>[CH2:1]([N:3]1[C:12](=[O:13])[CH2:11][CH2:10][C@H:4]1[C:5]([OH:7])=[O:6])[CH3:2] |f:1.2|. Procedure details: Ethyl 1-ethyl-5-oxoprolinate (1.33 g, 7.18 mmol) was dissolved in ethanol (10 ml) and cooled to 0° C. in an ice bath. To this was added 12.5M aqueous sodium hydroxide solution (1.72 ml, 21.53 mmol) and the mixture was stirred for ˜4 hours at 0° C. The ethanol was evaporated under vacuum and the aqueous residue was acidified with 2N aqueous hydrogen chloride to pH1. The volume of the aqueous phase was reduced to ˜3 ml under vacuum and then extracted with a 3:1 mixture of chloroform and isopropano... Starting materials: CO (methanol), C1=CC=CC1 (cyclopentadiene), C(C1=CC=CO1)=O (furfural), C(C)NCC (diethylamine). The solvent is O (water). Run at time 2 hour. Product: C(C1=CC=CO1)C1=CC=CC1=C (furfuryl fulvene). RXN SMILES: CO.[CH:3]1[CH2:7][CH:6]=[CH:5][CH:4]=1.[CH:8](=O)[C:9]1[O:13][CH:12]=[CH:11][CH:10]=1.[CH2:15](NCC)C>O>[CH2:8]([C:4]1[C:3](=[CH2:15])[CH:7]=[CH:6][CH:5]=1)[C:9]1[O:13][CH:12]=[CH:11][CH:10]=1. Procedure: Into a glass reactor equipped with a nitrogen inlet is charged methanol (238 ml), freshly distilled cyclopentadiene (2 moles), furfural (2 moles) and diethylamine (8 ml). The resulting reaction is slightly exothermic. The dark red solution is stirred for 71/2 hours. At this time an equal volume of distilled water is added and extracted with chloroform. The organic layer is dried and evaporated leaving a dark red viscous oil as the product, furfuryl fulvene. Starting materials: CN(C)C=O, [Cl-], Oc1ccc(-c2ccc(Cl)cc2)cc1, CS(=O)(=O)OCC1COC(c2c(F)cccc2F)=N1, [NH4+], [Na+], [OH-]. Yields the product Fc1cccc(F)c1C1=NC(COc2ccc(-c3ccc(Cl)cc3)cc2)CO1. RXN SMILES: [CH3:38][N:39]([CH3:40])[CH:41]=[O:42].[Cl-:36].[Cl:20][c:21]1[cH:22][cH:23][c:24](-[c:27]2[cH:28][cH:29][c:30]([OH:33])[cH:31][cH:32]2)[cH:25][cH:26]1.[F:1][c:2]1[c:3]([C:9]2=[N:13][CH:12]([CH2:14][O:15][S:16]([CH3:17])(=[O:18])=[O:19])[CH2:11][O:10]2)[c:4]([F:8])[cH:5][cH:6][cH:7]1.[NH4+:37].[Na+:35].[OH-:34]>>[F:1][c:2]1[c:3]([C:9]2=[N:13][CH:12]([CH2:14][O:15][c:30]3[cH:29][cH:28][c:27](-[c:24]4[cH:23][cH:22][c:21]([Cl:20])[cH:26][cH:25]4)[cH:32][cH:31]3)[CH2:11][O:10]2)[c:4]([F:8])[cH:5][cH:6][cH:7]1. The reactants are ClC(C(=N)N)(Cl)Cl (trichloroacetamidine), ClC(SCl)(Cl)Cl (trichloromethanesulfenyl chloride). The product is ClC(C1=NSC(=N1)Cl)(Cl)Cl (3-trichloromethyl-5-chloro-1,2,4-thiadiazole). RXN SMILES: [Cl:1][C:2]([Cl:7])([Cl:6])[C:3]([NH2:5])=[NH:4].[Cl:8][C:9](Cl)(Cl)[S:10]Cl>>[Cl:1][C:2]([Cl:7])([Cl:6])[C:3]1[N:5]=[C:9]([Cl:8])[S:10][N:4]=1. Procedure details: The reaction between trichloroacetamidine and trichloromethanesulfenyl chloride to produce 3-trichloromethyl-5-chloro-1,2,4-thiadiazole appears to be a complex set of reactions occurring simultaneously which may be represented as follows: ##SPC1##